Task: describe an organic reaction: reactants, conditions, products, and yield. Dataset: the Open Reaction Database (ORD), a public repository of structured organic reaction records The reactants are [Na+].N1=C(C=CC(=C1)C(=O)[O-])C(=O)[O-].[Na+] (pyridine-2,5-dicarboxylic acid sodium salt), CC1=C(OC(O1)=O)CBr (5-methyl-2-oxo-1,3-dioxol-4-yl-methyl bromide). Solvent: CC(=O)C (acetone). Yields the product N1=C(C=CC(=C1)C(=O)OCC=1OC(OC1C)=O)C(=O)OCC=1OC(OC1C)=O (Bis(5-methyl-2-oxo-1,3-dioxol-4-yl-methyl) pyridine-2,5-dicarboxylate). Reaction SMILES: [Na+].[N:2]1[CH:7]=[C:6]([C:8]([O-:10])=[O:9])[CH:5]=[CH:4][C:3]=1[C:11]([O-:13])=[O:12].[Na+].[CH3:15][C:16]1[O:20][C:19](=[O:21])[O:18][C:17]=1[CH2:22]Br>CC(C)=O>[N:2]1[CH:7]=[C:6]([C:8]([O:10][CH2:15][C:16]2[O:20][C:19](=[O:21])[O:18][C:17]=2[CH3:22])=[O:9])[CH:5]=[CH:4][C:3]=1[C:11]([O:13][CH2:22][C:17]1[O:18][C:19](=[O:21])[O:20][C:16]=1[CH3:15])=[O:12] |f:0.1.2|. Procedure details: Analogously to Example 7, 6.3 g of pyridine-2,5-dicarboxylic acid sodium salt are reacted with 14.3 g of 5-methyl-2-oxo-1,3-dioxol-4-yl-methyl bromide and the mixture is boiled under reflux in acetone for 2.5 hours. After chromatography over silica gel with ethyl acetate as the mobile phase, the product is recrystallized from hot ethyl acetate. The reactants are CC(O)c1cc2c(Cl)cccc2nc1Cl, CC(Cl)c1cc2c(Cl)cccc2nc1Cl, ClCCl, [K+], [K+], O=C([O-])[O-], O=C1NC(=O)c2ccccc21, CN(C)C=O, O=S(Cl)Cl. The product is CC(c1cc2c(Cl)cccc2nc1Cl)N1C(=O)c2ccccc2C1=O. Reaction SMILES: [Cl:1][c:2]1[n:3][c:4]2[cH:5][cH:6][cH:7][c:8]([Cl:15])[c:9]2[cH:10][c:11]1[CH:12]([CH3:13])[OH:14].[Cl:20][c:21]1[c:22]([CH:23]([Cl:24])[CH3:25])[cH:26][c:27]2[c:28]([cH:29][cH:30][cH:31][c:32]2[Cl:33])[n:34]1.[Cl:57][CH2:58][Cl:59].[K+:46].[K+:47].[O-:48][C:49]([O-:50])=[O:51].[O:35]=[C:36]1[NH:37][C:38](=[O:39])[c:40]2[cH:41][cH:42][cH:43][cH:44][c:45]21.[O:52]=[CH:53][N:54]([CH3:55])[CH3:56].[S:16]([Cl:17])([Cl:18])=[O:19]>>[Cl:1][c:2]1[n:3][c:4]2[cH:5][cH:6][cH:7][c:8]([Cl:15])[c:9]2[cH:10][c:11]1[CH:12]([CH3:13])[N:37]1[C:36](=[O:35])[c:45]2[c:40]([cH:41][cH:42][cH:43][cH:44]2)[C:38]1=[O:39]. The reactants are C(=O)(O)CN(C1=CC=C(C=C1)[N+](=O)[O-])S(=O)(=O)C (N-carboxymethyl-N-methylsulphonyl-4-nitroaniline), Cl.CN (methylamine hydrochloride). The product is CNC(=O)CN(S(=O)(=O)C)C1=CC=C(C=C1)[N+](=O)[O-] (4-(N-methylaminocarbonylmethyl-N-methylsulphonyl-amino)-nitrobenzene). RXN SMILES: [C:1]([CH2:4][N:5]([S:15]([CH3:18])(=[O:17])=[O:16])[C:6]1[CH:11]=[CH:10][C:9]([N+:12]([O-:14])=[O:13])=[CH:8][CH:7]=1)([OH:3])=O.Cl.[CH3:20][NH2:21]>>[CH3:20][NH:21][C:1]([CH2:4][N:5]([C:6]1[CH:11]=[CH:10][C:9]([N+:12]([O-:14])=[O:13])=[CH:8][CH:7]=1)[S:15]([CH3:18])(=[O:17])=[O:16])=[O:3] |f:1.2|. Procedure details: Prepared from N-carboxymethyl-N-methylsulphonyl-4-nitroaniline and methylamine hydrochloride The reactants are C(C)(=O)[O-].[NH4+] (ammonium acetate), CC1=C(SC=C1)C=O (3-methyl-thiophene-2-carbaldehyde), C(CC(=O)[O-])(=O)[O-] (malonate). Solvent: alcohol. Product: NC(CC(=O)O)C=1SC=CC1C (3-amino-3-(3-methyl-thiophene-2-yl)propionic acid). RXN SMILES: [CH3:1][C:2]1[CH:6]=[CH:5][S:4][C:3]=1[CH:7]=O.[C:9]([O-:12])(=[O:11])[CH3:10].[NH4+:13].C([O-])(=O)CC([O-])=O>>[NH2:13][CH:7]([C:3]1[S:4][CH:5]=[CH:6][C:2]=1[CH3:1])[CH2:10][C:9]([OH:12])=[O:11] |f:1.2|. Procedure: 12.6 g of 3-methyl-thiophene-2-carbaldehyde was dissolved in 150 mL of 95% alcohol, and 15.4 g of ammonium acetate was added at 45° C., then 20.8 g of malonate was added. The solution was refluxed for 16 hours, then cooled, and filtered to give a solid of 3-amino-3-(3-methyl-thiophene-2-yl)propionic acid.